This data is from the Open Reaction Database (ORD), a public repository of structured organic reaction records. The task is: describe an organic reaction: reactants, conditions, products, and yield The reactants are O=C(O)Cc1cccc(Br)c1, CCI, CC#N, [K+], [K+], O=C([O-])[O-]. Yields the product CCOC(=O)Cc1cccc(Br)c1. Reaction SMILES: [Br:1][c:2]1[cH:3][c:4]([CH2:8][C:9](=[O:10])[OH:11])[cH:5][cH:6][cH:7]1.[CH2:18]([CH3:19])[I:20].[CH3:21][C:22]#[N:23].[K+:12].[K+:13].[O-:14][C:15]([O-:16])=[O:17]>>[Br:1][c:2]1[cH:3][c:4]([CH2:8][C:9]([O:10][CH2:18][CH3:19])=[O:11])[cH:5][cH:6][cH:7]1.